From a dataset of the Open Reaction Database (ORD), a public repository of structured organic reaction records. describe an organic reaction: reactants, conditions, products, and yield Reactants: BrC=1C=C(OC1C1=CC(=CC=C1)Cl)C(=O)N1CC(NCC1)=O (4-{[4-Bromo-5-(3-chlorophenyl)furan-2-yl]carbonyl}piperazin-2-one), C(C)(C)N(C(C)C)CC (N,N-diisopropylethylamine), BrC1=C(C=C(O1)C(=O)O)C1=CC(=CC=C1)Cl (5-Bromo-4-(3-chlorophenyl)furan-2-carboxylic acid), compound. The product is BrC1=C(C=C(O1)C(=O)N1CNC(C1)=O)C1=CC(=CC=C1)Cl (1-{[5-Bromo-4-(3-chlorophenyl)furan-2-yl]carbonyl}imidazolidin-4-one). Reaction SMILES: BrC1C=C(C([N:16]2C[CH2:20][NH:19][C:18](=[O:22])[CH2:17]2)=O)OC=1C1C=CC=C(Cl)C=1.[Br:23][C:24]1[O:28][C:27]([C:29]([OH:31])=O)=[CH:26][C:25]=1[C:32]1[CH:37]=[CH:36][CH:35]=[C:34]([Cl:38])[CH:33]=1.C(N(CC)C(C)C)(C)C>>[Br:23][C:24]1[O:28][C:27]([C:29]([N:16]2[CH2:17][C:18](=[O:22])[NH:19][CH2:20]2)=[O:31])=[CH:26][C:25]=1[C:32]1[CH:37]=[CH:36][CH:35]=[C:34]([Cl:38])[CH:33]=1. Procedure details: The preparation of the title compound takes place in analogy to the synthesis of the compound from Example 27A starting with the compound from Example 22A and the compound from Example 35A. 3.5 equivalents of N,N-diisopropylethylamine are used. During the reaction, the product precipitates. The precipitate is collected by suction filtration, washed with tetrahydrofuran and dried under high vacuum. 1.17 g (100% of theory) of the title compound are obtained.